This data is from the Open Reaction Database (ORD), a public repository of structured organic reaction records. The task is: describe an organic reaction: reactants, conditions, products, and yield Reactants: C(C)OC(/C=C/B1OC(C(O1)(C)C)(C)C)OCC (2-[(E)-3,3-diethoxy-1-propenyl]-4,4,5,5-tetramethyl-1,3,2-dioxaborolane), C([O-])([O-])=O.[Na+].[Na+] (sodium carbonate), tetrakis triphenylphosphine palladium (0), diethyl acetal, methyl ethyl acetal, aldehyde, NC1=NC=C(C2=C1C(=CO2)C2=CC(=C(C=C2)NC(=O)C=2N(C1=CC=CC=C1C2)C)OC)I (N-[4-(4-amino-7-iodofuro[3,2-c]pyridin-3-yl)-2-methoxyphenyl]-1-methyl-1H-indole-2-carboxamide), O.C1(=CC=C(C=C1)S(=O)(=O)O)C (p-toluenesulfonic acid monohydrate). Solvent: COCCOC (1,2-dimethoxyethane), O (water), CC(=O)C (acetone), O (water). The product is NC1=NC=C(C2=C1C(=CO2)C2=CC(=C(C=C2)NC(=O)C=2N(C1=CC=CC=C1C2)C)OC)\C=C\C=O (N-(4-{4-amino-7-[(1E)-3-oxoprop-1-enyl]furo[3,2-c]pyridin-3-yl}-2-methoxyphenyl)-1-methyl-1H-indole-2-carboxamide). Isolated yield 61.8%. RXN SMILES: [NH2:1][C:2]1[C:7]2[C:8]([C:11]3[CH:16]=[CH:15][C:14]([NH:17][C:18]([C:20]4[N:21]([CH3:29])[C:22]5[C:27]([CH:28]=4)=[CH:26][CH:25]=[CH:24][CH:23]=5)=[O:19])=[C:13]([O:30][CH3:31])[CH:12]=3)=[CH:9][O:10][C:6]=2[C:5](I)=[CH:4][N:3]=1.C([O:35][CH:36](OCC)/[CH:37]=[CH:38]/B1OC(C)(C)C(C)(C)O1)C.C(=O)([O-])[O-].[Na+].[Na+].O.C1(C)C=CC(S(O)(=O)=O)=CC=1>COCCOC.O.CC(C)=O>[NH2:1][C:2]1[C:7]2[C:8]([C:11]3[CH:16]=[CH:15][C:14]([NH:17][C:18]([C:20]4[N:21]([CH3:29])[C:22]5[C:27]([CH:28]=4)=[CH:26][CH:25]=[CH:24][CH:23]=5)=[O:19])=[C:13]([O:30][CH3:31])[CH:12]=3)=[CH:9][O:10][C:6]=2[C:5](/[CH:38]=[CH:37]/[CH:36]=[O:35])=[CH:4][N:3]=1 |f:2.3.4,5.6|. Procedure: A mixture of N-[4-(4-amino-7-iodofuro[3,2-c]pyridin-3-yl)-2-methoxyphenyl]-1-methyl-1H-indole-2-carboxamide (3.16 g, 5.86 mmol) in 1,2-dimethoxyethane (40 mL) and water (20 mL) was reacted 2-[(E)-3,3-diethoxy-1-propenyl]-4,4,5,5-tetramethyl-1,3,2-dioxaborolane (2.87 g, 7.03 mmol,), sodium carbonate (1.55 g, 14.66 mmol) and tetrakis triphenylphosphine palladium (0) (0.68 g, 0.59 mmol) at 80° C. for eighteen hours. The solvent was removed in vacuo and the residue was partitioned between ethyl acet... The reactants are COC(C1=CC(=CC(=C1)OCC1=CC=CC=C1)C1=CC2=C(OCO2)C=C1)=O (3-Benzo[1,3]dioxol-5-yl-5-benzyloxy-benzoic acid methyl ester), [OH-].[Na+] (NaOH). The solvent is O1CCOCC1 (1,4-dioxane). Run at time 8 hour. The product is O1COC2=C1C=CC(=C2)C=2C=C(C(=O)O)C=C(C2)OCC2=CC=CC=C2 (3-Benzo[1,3]dioxol-5-yl-5-benzyloxy-benzoic acid). The yield is 96.7%. Reaction SMILES: C[O:2][C:3](=[O:27])[C:4]1[CH:9]=[C:8]([O:10][CH2:11][C:12]2[CH:17]=[CH:16][CH:15]=[CH:14][CH:13]=2)[CH:7]=[C:6]([C:18]2[CH:26]=[CH:25][C:21]3[O:22][CH2:23][O:24][C:20]=3[CH:19]=2)[CH:5]=1.[OH-].[Na+]>O1CCOCC1>[O:22]1[C:21]2[CH:25]=[CH:26][C:18]([C:6]3[CH:5]=[C:4]([CH:9]=[C:8]([O:10][CH2:11][C:12]4[CH:13]=[CH:14][CH:15]=[CH:16][CH:17]=4)[CH:7]=3)[C:3]([OH:27])=[O:2])=[CH:19][C:20]=2[O:24][CH2:23]1 |f:1.2|. Procedure: 3-Benzo[1,3]dioxol-5-yl-5-benzyloxy-benzoic acid methyl ester (14.2 g) was dissolved in 1,4-dioxane (200 mL) and then 1 M aq. NaOH (40 mL) was added. The mixture was stirred at room temperature overnight. The solvents were removed under reduced pressure and the residue was diluted with water (200 mL). It was then made acidic by addition of 10% HCl (aq.) solution and the precipitated material was collected by filtration. The solid was washed with water and dried to yield 13.2 g (97% yield) of the... Reactants: CC(C)(C)OC(=O)Cc1ccc(F)c(C#N)c1, CS(C)=O, CCOC(C)=O, O=C(NCCc1ccc(Cl)cc1)c1ccc2[nH]ncc2c1, [K+], [K+], [Na+], [Na+], O=C([O-])[O-], O=C([O-])[O-]. The product is CC(C)(C)OC(=O)Cc1ccc(-n2ncc3cc(C(=O)NCCc4ccc(Cl)cc4)ccc32)c(C#N)c1. Reaction SMILES: [C:1](#[N:2])[c:3]1[cH:4][c:5]([CH2:10][C:11](=[O:12])[O:13][C:14]([CH3:15])([CH3:16])[CH3:17])[cH:6][cH:7][c:8]1[F:9].[CH3:45][S:46]([CH3:47])=[O:48].[CH3:49][CH2:50][O:51][C:52]([CH3:53])=[O:54].[Cl:18][c:19]1[cH:20][cH:21][c:22]([CH2:23][CH2:24][NH:25][C:26](=[O:27])[c:28]2[cH:29][c:30]3[cH:31][n:32][nH:33][c:34]3[cH:35][cH:36]2)[cH:37][cH:38]1.[K+:39].[K+:40].[Na+:55].[Na+:56].[O-:41][C:42]([O-:43])=[O:44].[O-:57][C:58](=[O:59])[O-:60]>>[C:1](#[N:2])[c:3]1[cH:4][c:5]([CH2:10][C:11](=[O:12])[O:13][C:14]([CH3:15])([CH3:16])[CH3:17])[cH:6][cH:7][c:8]1-[n:33]1[n:32][cH:31][c:30]2[cH:29][c:28]([C:26]([NH:25][CH2:24][CH2:23][c:22]3[cH:21][cH:20][c:19]([Cl:18])[cH:38][cH:37]3)=[O:27])[cH:36][cH:35][c:34]21. Reactants: O=C(Cl)C1CC1, Cl, Nc1cn2nc(I)ccc2n1, O. Yields the product O=C(Nc1cn2nc(I)ccc2n1)C1CC1. Reaction SMILES: [CH:13]1([C:16](=[O:17])[Cl:18])[CH2:14][CH2:15]1.[ClH:1].[I:2][c:3]1[cH:4][cH:5][c:6]2[n:7]([n:8]1)[cH:9][c:10]([NH2:12])[n:11]2.[OH2:19]>>[I:2][c:3]1[cH:4][cH:5][c:6]2[n:7]([n:8]1)[cH:9][c:10]([NH:12][C:16]([CH:13]1[CH2:14][CH2:15]1)=[O:17])[n:11]2. Starting materials: COC(=O)CNc1ccc(Oc2ccccc2)cc1, CC(=O)O, O=N[O-], [Na+], O, [Zn]. The product is COC(=O)CN(N)c1ccc(Oc2ccccc2)cc1. As a reaction SMILES: [CH3:1][O:2][C:3]([CH2:4][NH:5][c:6]1[cH:7][cH:8][c:9]([O:12][c:13]2[cH:14][cH:15][cH:16][cH:17][cH:18]2)[cH:10][cH:11]1)=[O:19].[CH3:24][C:25](=[O:26])[OH:27].[N:20]([O-:21])=[O:22].[Na+:23].[OH2:28].[Zn:29]>>[CH3:1][O:2][C:3]([CH2:4][N:5]([c:6]1[cH:7][cH:8][c:9]([O:12][c:13]2[cH:14][cH:15][cH:16][cH:17][cH:18]2)[cH:10][cH:11]1)[NH2:20])=[O:19]. Reactants: CN(C)C=O, CCOC(=O)c1ccc(NC(=O)CCl)cc1, [H-], [Na+], c1c[nH]cn1. Product: CCOC(=O)c1ccc(NC(=O)Cn2ccnc2)cc1. Reaction SMILES: [CH3:24][N:25]([CH3:26])[CH:27]=[O:28].[Cl:8][CH2:9][C:10](=[O:11])[NH:12][c:13]1[cH:14][cH:15][c:16]([C:17](=[O:18])[O:19][CH2:20][CH3:21])[cH:22][cH:23]1.[H-:1].[Na+:2].[nH:3]1[cH:4][n:5][cH:6][cH:7]1>>[n:3]1([CH2:9][C:10](=[O:11])[NH:12][c:13]2[cH:14][cH:15][c:16]([C:17](=[O:18])[O:19][CH2:20][CH3:21])[cH:22][cH:23]2)[cH:4][n:5][cH:6][cH:7]1. Reactants: FC(C1=CC=C2CCNC(C2=C1)=O)(F)F (7-trifluoromethyl-3,4-dihydro-2H-isoquinolin-1-one), BrC=1C=NC=C(C1)F (3-bromo-5-fluoro-pyridine), trans-N,N′-dimethyl-cyclohexyl-1,2-diamine, P(=O)([O-])([O-])[O-].[K+].[K+].[K+] (potassium phosphate). The reagents and catalysts are [Cu](I)I (copper iodide). The solvent is O1CCOCC1 (1,4-dioxane). Yields the product FC=1C=C(C=NC1)N1C(C2=CC(=CC=C2CC1)C(F)(F)F)=O (2-(5-Fluoro-pyridin-3-yl)-7-trifluoromethyl-3,4-dihydro-2H-isoquinolin-1-one). The yield is 26.9%. Reaction SMILES: [F:1][C:2]([F:15])([F:14])[C:3]1[CH:12]=[C:11]2[C:6]([CH2:7][CH2:8][NH:9][C:10]2=[O:13])=[CH:5][CH:4]=1.Br[C:17]1[CH:18]=[N:19][CH:20]=[C:21]([F:23])[CH:22]=1.P([O-])([O-])([O-])=O.[K+].[K+].[K+]>[Cu](I)I.O1CCOCC1>[F:23][C:21]1[CH:22]=[C:17]([N:9]2[CH2:8][CH2:7][C:6]3[C:11](=[CH:12][C:3]([C:2]([F:1])([F:14])[F:15])=[CH:4][CH:5]=3)[C:10]2=[O:13])[CH:18]=[N:19][CH:20]=1 |f:2.3.4.5|. Reported procedure: Using analogous reaction conditions as described in Example 1, 7-trifluoromethyl-3,4-dihydro-2H-isoquinolin-1-one (I-16c: 90 mg, 0.419 mmol) was reacted with 3-bromo-5-fluoro-pyridine (73.67 mg, 0.419 mmol), 1,4-dioxane (10 mL), copper iodide (7.98 mg, 0.0419 mmol), trans-N,N′-dimethyl-cyclohexyl-1,2-diamine (17.85 mg, 0.126 mmol) and potassium phosphate (222 mg, 1.048 mmol) to afford the crude product. Purification by column chromatography on silica gel (0.5% methanol in DCM) afforded 35 mg of ... Starting materials: FC=1C=C(C=O)C=CC1F (3,4-difluorobenzaldehyde), C[Si](C)(C)C#N (trimethylsilyl cyanide), CCCCCC.CCOC(=O)C (hexane EtOAc). Solvent: CO (MeOH). Conditions: time 10 hour. Product: OC(C#N)C1=CC(=C(C=C1)F)F (hydroxy-(3,4-difluorophenyl)-acetonitrile). As a reaction SMILES: [F:1][C:2]1[CH:3]=[C:4]([CH:7]=[CH:8][C:9]=1[F:10])[CH:5]=[O:6].C[Si]([C:15]#[N:16])(C)C.CCCCCC.CCOC(C)=O>CO>[OH:6][CH:5]([C:4]1[CH:7]=[CH:8][C:9]([F:10])=[C:2]([F:1])[CH:3]=1)[C:15]#[N:16] |f:2.3|. Procedure details: To a solution of 3,4-difluorobenzaldehyde (2.86 g, 20.0 mmol) in MeOH (20 mL)in a round bottom flask was added trimethylsilyl cyanide (4.0 mL., 30.0 mmol) at 0° C. The reaction mixture was stirred at room temperature for 10 h when TLC analysis indicated that the reaction was complete (Rf=0.4, 3:2 hexane/EtOAc). Solvent was removed in vacuo and hydroxy-(3,4-difluorophenyl)-acetonitrile was obtained as a colorless liquid (crude wt.=3.4 g). It was used in the next step without purification. Starting materials: CC(=O)Nc1ccc(N(C)C)cc1[N+](=O)[O-], CO, [K+], [OH-], O. The product is CN(C)c1ccc(N)c([N+](=O)[O-])c1. RXN SMILES: [CH3:1][N:2]([c:3]1[cH:4][c:5]([N+:13](=[O:14])[O-:15])[c:6]([NH:9][C:10](=[O:11])[CH3:12])[cH:7][cH:8]1)[CH3:16].[CH3:20][OH:21].[K+:19].[OH-:18].[OH2:17]>>[CH3:1][N:2]([c:3]1[cH:4][c:5]([N+:13](=[O:14])[O-:15])[c:6]([NH2:9])[cH:7][cH:8]1)[CH3:16].